The task is: describe an organic reaction: reactants, conditions, products, and yield. This data is from the Open Reaction Database (ORD), a public repository of structured organic reaction records. Reactants: C(C)N1[C@@H](CCC1)CCN (2-((S)-1-ethylpyrrolidin-2-yl)ethylamine), C(C)(=O)N1[C@@H](CCC1)CC#N (((S)-1-acetylpyrrolidin-2-yl)acetonitrile), C(C)(=O)N1[C@@H](CCC1)CC#N (((S)-1-acetylpyrrolidin-2-yl)acetonitrile). Yields the product C(C)N1[C@H](CCC1)CCN (2-((R)-1-Ethylpyrrolidin-2-yl)ethylamine). As a reaction SMILES: [CH2:1]([N:3]1[CH2:7][CH2:6][CH2:5][C@H:4]1[CH2:8][CH2:9][NH2:10])[CH3:2].C(N1CCC[C@H]1CC#N)(=O)C>>[CH2:1]([N:3]1[CH2:7][CH2:6][CH2:5][C@@H:4]1[CH2:8][CH2:9][NH2:10])[CH3:2]. Procedure details: Prepared by proceeding in a similar manner to Intermediate 136, starting from ((S)-1-acetylpyrrolidin-2-yl)acetonitrile (Intermediate 142) and used without further characterisation. Reaction SMILES: [Br:1][c:2]1[cH:3][cH:4][c:5]([OH:8])[cH:6][cH:7]1.[C:14]([CH3:15])([CH3:16])([CH3:17])[Si:18]([CH3:19])([CH3:20])[Cl:21].[Cl-:22].[Cl:24][CH2:25][CH2:26][Cl:27].[NH4+:23].[nH:9]1[cH:10][cH:11][n:12][cH:13]1>>[Br:1][c:2]1[cH:3][cH:4][c:5]([O:8][Si:18]([C:14]([CH3:15])([CH3:16])[CH3:17])([CH3:19])[CH3:20])[cH:6][cH:7]1. The product is CC(C)(C)[Si](C)(C)Oc1ccc(Br)cc1. Reactants: Oc1ccc(Br)cc1, CC(C)(C)[Si](C)(C)Cl, [Cl-], ClCCCl, [NH4+], c1c[nH]cn1. Reaction SMILES: [C:1](=[O:2])([CH3:3])[n:4]1[c:5](=[O:17])[s:6][c:7]2[c:8]1[cH:9][c:10]([O:15][CH3:16])[c:11]([O:13][CH3:14])[cH:12]2.[CH3:18][CH2:19][OH:20].[NH3:21]>>[nH:4]1[c:5](=[O:17])[s:6][c:7]2[c:8]1[cH:9][c:10]([O:15][CH3:16])[c:11]([O:13][CH3:14])[cH:12]2. The product is COc1cc2[nH]c(=O)sc2cc1OC. The reactants are COc1cc2sc(=O)n(C(C)=O)c2cc1OC, CCO, N. The reactants are C[C@H]([C@H](C1=CC=CC=C1)O)N(C)C ((1S,2R)-(+)-N-methylephedrine), [H-].[Al+3].[Li+].[H-].[H-].[H-] (lithium aluminum hydride), C(C)(C)C1=NC(=C(C(=C1C(C)=O)C1=CC=C(C=C1)F)CCC)C(C)C (2,6-Diisopropyl-3-(1-oxoethyl)-4-(4-fluorophenyl)-5-propylpyridine). As a reaction SMILES: C[C@@H](N(C)C)[C@@H](O)C1C=CC=CC=1.[H-].[Al+3].[Li+].[H-].[H-].[H-].[CH:20]([C:23]1[C:28]([C:29](=[O:31])[CH3:30])=[C:27]([C:32]2[CH:37]=[CH:36][C:35]([F:38])=[CH:34][CH:33]=2)[C:26]([CH2:39][CH2:40][CH3:41])=[C:25]([CH:42]([CH3:44])[CH3:43])[N:24]=1)([CH3:22])[CH3:21]>CCOCC>[CH:20]([C:23]1[C:28]([CH:29]([OH:31])[CH3:30])=[C:27]([C:32]2[CH:33]=[CH:34][C:35]([F:38])=[CH:36][CH:37]=2)[C:26]([CH2:39][CH2:40][CH3:41])=[C:25]([CH:42]([CH3:43])[CH3:44])[N:24]=1)([CH3:22])[CH3:21] |f:1.2.3.4.5.6|. Product: C(C)(C)C1=NC(=C(C(=C1C(C)O)C1=CC=C(C=C1)F)CCC)C(C)C ((+)-2,6-Diisopropyl-3-(1-hydroxyethyl)-4-(4-fluorophenyl)-5-propylpyridine). Run in CCOCC (ether), C(C)OCC (diethyl ether). The yield is 92241.4%. Procedure: To a solution of (1S,2R)-(+)-N-methylephedrine (31.1 g, 0.174 mol) in ether (208 mL) was added lithium aluminum hydride (1M/diethylether, 1.5 eq., 174 mL) dropwise at 0° C. under argon. The reaction was refluxed for 1.5 h. turning from a clear solution to a white milky solution. The reaction was cooled to room temperature and then −78° C. The intermediate obtained in Step A (39.53g, 0.116 mmol) was dissolved in 400 mL of dry diethyl ether and cooled to 0° C. for a dropwise addition to the reacti... Run at time 4 hour. Reactants: CO, [H][H], [K+], [Pd], O=S(=O)([O-])O, CC(C)(C)OC(=O)NCCCCC(NC(=O)C(Cc1cc(Cl)c(O)c(Cl)c1)NC(=O)OCc1ccccc1)C(=O)N1CCN(c2ccncc2)CC1. The product is CC(C)(C)OC(=O)NCCCCC(NC(=O)C(N)Cc1cc(Cl)c(O)c(Cl)c1)C(=O)N1CCN(c2ccncc2)CC1. As a reaction SMILES: [CH3:61][OH:62].[H:59][H:60].[K+:58].[Pd:63].[S:53]([O-:54])([OH:55])(=[O:56])=[O:57].[c:1]1([CH2:2][O:3][C:4](=[O:5])[NH:11][CH:12]([CH2:13][c:14]2[cH:15][c:16]([Cl:22])[c:17]([OH:21])[c:18]([Cl:20])[cH:19]2)[C:23](=[O:24])[NH:25][CH:26]([CH2:27][CH2:28][CH2:29][CH2:30][NH:31][C:32](=[O:33])[O:34][C:35]([CH3:36])([CH3:37])[CH3:38])[C:39](=[O:40])[N:41]2[CH2:42][CH2:43][N:44]([c:47]3[cH:48][cH:49][n:50][cH:51][cH:52]3)[CH2:45][CH2:46]2)[cH:6][cH:7][cH:8][cH:9][cH:10]1>>[NH2:11][CH:12]([CH2:13][c:14]1[cH:15][c:16]([Cl:22])[c:17]([OH:21])[c:18]([Cl:20])[cH:19]1)[C:23](=[O:24])[NH:25][CH:26]([CH2:27][CH2:28][CH2:29][CH2:30][NH:31][C:32](=[O:33])[O:34][C:35]([CH3:36])([CH3:37])[CH3:38])[C:39](=[O:40])[N:41]1[CH2:42][CH2:43][N:44]([c:47]2[cH:48][cH:49][n:50][cH:51][cH:52]2)[CH2:45][CH2:46]1. Reactants: C(C)(C)(C)OC(NC=1C=2N(C(=CC1)I)N=CC2)=O ((7-iodo-pyrazolo[1,5-a]pyridin-4-yl)-carbamic acid tert-butyl ester), CN(C)C=O (DMF). Reagents/catalysts: [C-]#N.[Zn+2].[C-]#N (zinc cyanide), [Pd].C1(=CC=CC=C1)P(C1=CC=CC=C1)C1=CC=CC=C1.C1(=CC=CC=C1)P(C1=CC=CC=C1)C1=CC=CC=C1.C1(=CC=CC=C1)P(C1=CC=CC=C1)C1=CC=CC=C1.C1(=CC=CC=C1)P(C1=CC=CC=C1)C1=CC=CC=C1 (tetrakis(triphenylphosphine) palladium (0)). Run at temperature 80 celsius, time 4.5 hour. Yields the product C(C)(C)(C)OC(NC=1C=2N(C(=CC1)C#N)N=CC2)=O ((7-Cyano-pyrazolo[1,5-a]pyridin-4-yl)-carbamic acid tert-butyl ester). Yield: 93.0%. RXN SMILES: [C:1]([O:5][C:6](=[O:18])[NH:7][C:8]1[C:9]2[N:10]([N:15]=[CH:16][CH:17]=2)[C:11](I)=[CH:12][CH:13]=1)([CH3:4])([CH3:3])[CH3:2].[CH3:19][N:20](C=O)C>[C-]#N.[Zn+2].[C-]#N.[Pd].C1(P(C2C=CC=CC=2)C2C=CC=CC=2)C=CC=CC=1.C1(P(C2C=CC=CC=2)C2C=CC=CC=2)C=CC=CC=1.C1(P(C2C=CC=CC=2)C2C=CC=CC=2)C=CC=CC=1.C1(P(C2C=CC=CC=2)C2C=CC=CC=2)C=CC=CC=1>[C:1]([O:5][C:6](=[O:18])[NH:7][C:8]1[C:9]2[N:10]([N:15]=[CH:16][CH:17]=2)[C:11]([C:19]#[N:20])=[CH:12][CH:13]=1)([CH3:4])([CH3:3])[CH3:2] |f:2.3.4,5.6.7.8.9|. Procedure: A mixture of (7-iodo-pyrazolo[1,5-a]pyridin-4-yl)-carbamic acid tert-butyl ester (36 mg, 0.1 mmol), zinc cyanide (24 mg, 0.2 mmol), tetrakis(triphenylphosphine) palladium (0) (23 mg, 0.02 mmol), and anhydrous DMF (1 mL) was degassed with argon. Then, the mixture was stirred at 80° C. for 4.5 h, cooled to rt, mixed with EtOAc (6 mL), and filtered. The filtrate was concentrated under reduced pressure. Purification by silica gel flash chomatography eluting with EtOAc/heptane (gradient from 1:4 to 1... Starting materials: O (water), ClC1=C(N=C(N1)C)C1=CC=C(C=C1)OC (5-chloro-4-(4-methoxyphenyl)-2-methyl-imidazole), C(C)(C)I (isopropyl iodide), C([O-])([O-])=O.[K+].[K+] (potassium carbonate). Solvent: C(C)OCC (diethyl ether), CC(=O)C (acetone). Run at time 18 hour. The product is ClC1=C(N=C(N1C(C)C)C)C1=CC=C(C=C1)OC (5-chloro-1-(1-methylethyl)-4-(4-methoxyphenyl)-2-methylimidazole). As a reaction SMILES: [Cl:1][C:2]1[NH:6][C:5]([CH3:7])=[N:4][C:3]=1[C:8]1[CH:13]=[CH:12][C:11]([O:14][CH3:15])=[CH:10][CH:9]=1.[CH:16](I)([CH3:18])[CH3:17].C(=O)([O-])[O-].[K+].[K+].O>CC(C)=O.C(OCC)C>[Cl:1][C:2]1[N:6]([CH:16]([CH3:18])[CH3:17])[C:5]([CH3:7])=[N:4][C:3]=1[C:8]1[CH:13]=[CH:12][C:11]([O:14][CH3:15])=[CH:10][CH:9]=1 |f:2.3.4|. Reported procedure: A mixture of 8.9 grams (0.04 mole) of 5-chloro-4-(4-methoxyphenyl)-2-methyl-imidazole, 34.0 grams (0.20 mole) of isopropyl iodide, and 27.8 grams (0.02 mole) of potassium carbonate in 200 mL of acetone is stirred at ambient temperature for about 18 hours. After this time the reaction mixture is shaken with 100 mL of water and 100 mL of diethyl ether. The organic layer is separated, washed with water, and dried with magnesium sulfate. The mixture is filtered and the filtrate is concentrated under... Reactants: OC(CCCN1C(=O)N(C=2N=CN(C2C1=O)C)C)CO (1-(4,5-Dihydroxypentyl)-3,7-dimethylxanthine), Br (hydrogen bromide), solution, C([O-])(O)=O.[Na+] (sodium bicarbonate), ClCCl (dichloromethane). Run in C(C)(=O)O (acetic acid). Reaction conditions: time 10 minute. Product: C(C)(=O)OC(CCCN1C(=O)N(C=2N=CN(C2C1=O)C)C)CBr (1-(4-acetoxy-5-bromopentyl)-3,7-dimethylxanthine). Yield: 96.0%. RXN SMILES: [OH:1][CH:2]([CH2:19]O)[CH2:3][CH2:4][CH2:5][N:6]1[C:15](=[O:16])[C:14]2[N:13]([CH3:17])[CH:12]=[N:11][C:10]=2[N:9]([CH3:18])[C:7]1=[O:8].[BrH:21].[C:22](=[O:25])(O)[O-].[Na+].Cl[CH2:28]Cl>C(O)(=O)C>[C:22]([O:1][CH:2]([CH2:19][Br:21])[CH2:3][CH2:4][CH2:5][N:6]1[C:15](=[O:16])[C:14]2[N:13]([CH3:17])[CH:12]=[N:11][C:10]=2[N:9]([CH3:18])[C:7]1=[O:8])(=[O:25])[CH3:28] |f:2.3|. Procedure: 1-(4,5-Dihydroxypentyl)-3,7-dimethylxanthine (2.13 g, 7.6 mmol) was stirred with hydrogen bromide (4.74 mL, 6.15 g of a 30% solution in acetic acid, 22.8 mrnol) for 90 minutes. The mixture was then added to a flask containing 50 mL aqueous sodium bicarbonate solution and 50 mL dichloromethane. After 10 minutes of vigorous stirring, the layers were separated and the aqueous portion washed with dichloromethane (3×50 mL). The organic portions were combined, dried over magnesium sulfate, and the sol... The reactants are CO (MeOH), C(Cl)Cl (DCM), C(C)(C)(C)C1=CC=CC(=N1)NC1=C(N=NC(=C1)Cl)C(=O)N (4-(6-tert-butylpyridin-2-ylamino)-6-chloropyridazine-3-carboxamide), N[C@H]1[C@H](CCCC1)NC(OC(C)(C)C)=O (tert-butyl (1S,2R)-2-aminocyclohexylcarbamate). The solvent is CN1CCCC1=O (NMP). Product: [NH4+].[OH-] (NH4OH), C(C)(C)(C)C1=CC=CC(=N1)NC=1C=C(N=NC1C(N)=O)N[C@H]1[C@H](CCCC1)NC(OC(C)(C)C)=O (tert-butyl (1S,2R)-2-(5-(6-tert-butylpyridin-2-ylamino)-6-carbamoylpyridazin-3-ylamino)cyclohexylcarbamate). Yield: 78.3%. RXN SMILES: [C:1]([C:5]1[N:10]=[C:9]([NH:11][C:12]2[CH:17]=[C:16](Cl)[N:15]=[N:14][C:13]=2[C:19]([NH2:21])=[O:20])[CH:8]=[CH:7][CH:6]=1)([CH3:4])([CH3:3])[CH3:2].[NH2:22][C@@H:23]1[CH2:28][CH2:27][CH2:26][CH2:25][C@@H:24]1[NH:29][C:30](=[O:36])[O:31][C:32]([CH3:35])([CH3:34])[CH3:33].CO.C(Cl)Cl>CN1C(=O)CCC1>[NH4+:10].[OH-:20].[C:1]([C:5]1[N:10]=[C:9]([NH:11][C:12]2[CH:17]=[C:16]([NH:22][C@@H:23]3[CH2:28][CH2:27][CH2:26][CH2:25][C@@H:24]3[NH:29][C:30](=[O:36])[O:31][C:32]([CH3:34])([CH3:33])[CH3:35])[N:15]=[N:14][C:13]=2[C:19](=[O:20])[NH2:21])[CH:8]=[CH:7][CH:6]=1)([CH3:4])([CH3:3])[CH3:2] |f:5.6|. Procedure: A stirred solution of 4-(6-tert-butylpyridin-2-ylamino)-6-chloropyridazine-3-carboxamide (317 mg, 1.04 mmol) and tert-butyl (1S,2R)-2-aminocyclohexylcarbamate (444 mg, 2.07 mmol) in NMP (4 mL) was heated at 140° C. for 24 h in a sealed tube. The mixture was concentrated in vacuo (Kuglerohr, high vacuum) to a brown solid. Purification by chromatography (silica, 40 g, 0-10% of a 9:1 MeOH solution in dichloromethane, 30 min) then a second purification by chromatography (silica, 24 g, 10% acetone in... Starting materials: S1C(=NC2=C1C=CC=C2)C(O)C=2C=C(C=CC2)C ((benzothiazol-2-yl)(m-tolyl)methanol). Reagents/catalysts: [Mn] (manganese). Solvent: O1CCOCC1 (dioxane). Conditions: time 8 hour. Product: S1C(=NC2=C1C=CC=C2)C(=O)C=2C=C(C=CC2)C ((benzothiazol-2-yl)(m-tolyl)methanone). RXN SMILES: [S:1]1[C:5]2[CH:6]=[CH:7][CH:8]=[CH:9][C:4]=2[N:3]=[C:2]1[CH:10]([C:12]1[CH:13]=[C:14]([CH3:18])[CH:15]=[CH:16][CH:17]=1)[OH:11]>O1CCOCC1.[Mn]>[S:1]1[C:5]2[CH:6]=[CH:7][CH:8]=[CH:9][C:4]=2[N:3]=[C:2]1[C:10]([C:12]1[CH:13]=[C:14]([CH3:18])[CH:15]=[CH:16][CH:17]=1)=[O:11]. Procedure details: To a solution of (benzothiazol-2-yl)(m-tolyl)methanol (2.41 g) in dioxane (30 mL) is added manganese dioxyde (1.2 molar equivalent). The mixture is stirred overnight at room temperature, then filtered over a clarcel pad. The filtrate is concentrated under reduced pressure. The residue is triturated in heptane and diisopropyl oxyde to give (benzothiazol-2-yl)(m-tolyl)methanone